This data is from the Open Reaction Database (ORD), a public repository of structured organic reaction records. The task is: describe an organic reaction: reactants, conditions, products, and yield The reactants are ClC1=C(OCC(=O)O)C=CC(=C1Cl)C1=CC(CCC1CC)=O ([2,3-dichloro-4-(6-ethyl-3-oxo-1-cyclohexen-1-yl)phenoxy]acetic acid), Cl.NO (hydroxylamine hydrochloride), ice water, Cl (hydrochloric acid). The solvent is N1=CC=CC=C1 (pyridine). Run at temperature 95 celsius. The product is ClC1=C(OCC(=O)O)C=CC(=C1Cl)C1=CC(CCC1CC)=NO ([2,3-dichloro-4-(6-ethyl-3-(hydroxyimino)-1-cyclohexen-1-yl)phenoxy]acetic acid). RXN SMILES: [Cl:1][C:2]1[C:12]([Cl:13])=[C:11]([C:14]2[CH:19]([CH2:20][CH3:21])[CH2:18][CH2:17][C:16](=O)[CH:15]=2)[CH:10]=[CH:9][C:3]=1[O:4][CH2:5][C:6]([OH:8])=[O:7].Cl.[NH2:24][OH:25].Cl>N1C=CC=CC=1>[Cl:1][C:2]1[C:12]([Cl:13])=[C:11]([C:14]2[CH:19]([CH2:20][CH3:21])[CH2:18][CH2:17][C:16](=[N:24][OH:25])[CH:15]=2)[CH:10]=[CH:9][C:3]=1[O:4][CH2:5][C:6]([OH:8])=[O:7] |f:1.2|. Procedure details: A mixture of [2,3-dichloro-4-(6-ethyl-3-oxo-1-cyclohexen-1-yl)phenoxy]acetic acid (3.4 g, 0.01 mole), hydroxylamine hydrochloride (2.1 g, 0.03 mole) and pyridine (40 ml) were heated at 95° C. for 40 hours, poured into ice-water and hydrochloric acid, extracted with ether, washed with water, dried over magnesium sulfate and evaporated in vacuo. After recrystallization from toluene (120 ml) the [2,3-dichloro-4-(6-ethyl-3-(hydroxyimino)-1-cyclohexen-1-yl)-phenoxy]acetic acid hemitoluene solvate mel... Starting materials: FC(S(=O)(=O)OC=1C([C@@H]2CC[C@]3([C@@]4(CC[C@@]5([C@@H]([C@H]4CC[C@@H]3[C@]2(CC1)C)[C@@H](CC5)C(=C)C)N)C)C)(C)C)(F)F ((1R,3aS,5aR,5bR,7aR,11aR,11bR,13aR,13bR)-3a-amino-5a,5b,8,8,11a-pentamethyl-1-(prop-1-en-2-yl)-2,3,3a,4,5,5a,5b,6,7,7a,8,11,11a,11b,12,13,13a,13b-octadecahydro-1H-cyclopenta[a]chrysen-9-yl trifluoromethanesulfonate), P(O)(O)(O)=O (phosphoric acid), [K] (potassium), CC1(OB(OC1(C)C)C1=CC[C@@H](CC1)C(=O)OCC1=CC=CC=C1)C ((R)-benzyl 4-(4,4,5,5-tetramethyl-1,3,2-dioxaborolan-2-yl)cyclohex-3-enecarboxylate), C1(CCCCC1)P(C1=C(C=CC=C1)C1=C(C=CC=C1OC)OC)C1CCCCC1 (2-dicyclohexylphosphino-2′,6′-dimethoxy-1,1′-biphenyl). The reagents and catalysts are C(C)(=O)[O-].[Pd+2].C(C)(=O)[O-] (palladium(II) acetate). Run in O1CCOCC1 (1,4-dioxane), O (water). Conditions: temperature 75 celsius. Product: N[C@]12[C@@H]([C@H]3CC[C@@H]4[C@]5(CC=C(C([C@@H]5CC[C@]4([C@@]3(CC1)C)C)(C)C)C1=CC[C@@H](CC1)C(=O)OCC1=CC=CC=C1)C)[C@@H](CC2)C(=C)C ((R)-benzyl 4-((1R,3 aS,5aR,5bR,7aR,11aS,11bR,13aR,13bR)-3a-amino-5a,5b,8,8,11a-pentamethyl-1-(prop-1-en-2-yl)-2,3,3a,4,5,5a,5b,6,7,7a,8,11,11a,11b,12,13,13a,13b-octadecahydro-1H-cyclopenta[a]chrysen-9-yl)cyclohex-3-enecarboxylate). Yield: 67.1%. RXN SMILES: FC(F)(F)S(O[C:7]1[C:8]([CH3:36])([CH3:35])[C@H:9]2[C@:22]([CH3:25])([CH2:23][CH:24]=1)[C@@H:21]1[C@:12]([CH3:34])([C@@:13]3([CH3:33])[C@H:18]([CH2:19][CH2:20]1)[C@H:17]1[C@H:26]([C:29]([CH3:31])=[CH2:30])[CH2:27][CH2:28][C@:16]1([NH2:32])[CH2:15][CH2:14]3)[CH2:11][CH2:10]2)(=O)=O.P(=O)(O)(O)O.[K].CC1(C)C(C)(C)OB([C:53]2[CH2:58][CH2:57][C@@H:56]([C:59]([O:61][CH2:62][C:63]3[CH:68]=[CH:67][CH:66]=[CH:65][CH:64]=3)=[O:60])[CH2:55][CH:54]=2)O1.C1(P(C2CCCCC2)C2C=CC=CC=2C2C(OC)=CC=CC=2OC)CCCCC1>O1CCOCC1.O.C([O-])(=O)C.[Pd+2].C([O-])(=O)C>[NH2:32][C@:16]12[CH2:28][CH2:27][C@@H:26]([C:29]([CH3:31])=[CH2:30])[C@@H:17]1[C@@H:18]1[C@@:13]([CH3:33])([CH2:14][CH2:15]2)[C@@:12]2([CH3:34])[C@@H:21]([C@:22]3([CH3:25])[C@@H:9]([CH2:10][CH2:11]2)[C:8]([CH3:35])([CH3:36])[C:7]([C:53]2[CH2:58][CH2:57][C@@H:56]([C:59]([O:61][CH2:62][C:63]4[CH:64]=[CH:65][CH:66]=[CH:67][CH:68]=4)=[O:60])[CH2:55][CH:54]=2)=[CH:24][CH2:23]3)[CH2:20][CH2:19]1 |f:7.8.9,^1:43|. Procedure: To a vial containing (1R,3aS,5aR,5bR,7aR,11aR,11bR,13aR,13bR)-3a-amino-5a,5b,8,8,11a-pentamethyl-1-(prop-1-en-2-yl)-2,3,3a,4,5,5a,5b,6,7,7a,8,11,11a,11b,12,13,13a,13b-octadecahydro-1H-cyclopenta[a]chrysen-9-yl trifluoromethanesulfonate (0.65 g, 1.165 mmol) was added phosphoric acid, potassium salt (0.742 g, 3.50 mmol), (R)-benzyl 4-(4,4,5,5-tetramethyl-1,3,2-dioxaborolan-2-yl)cyclohex-3-enecarboxylate (0.8 g, 2.338 mmol) (enantiomer 1 prepared above), 2-dicyclohexylphosphino-2′,6′-dimethoxy-1,1′... Reactants: CC1CN(C(=O)OCc2ccccc2)CCN(C(=O)OC(C)(C)C)C1C, CCOC(C)=O, [H][H], [OH-], [OH-], [Pd+2]. The product is CC1CNCCN(C(=O)OC(C)(C)C)C1C. As a reaction SMILES: [CH3:1][CH:2]1[N:3]([C:20](=[O:21])[O:22][C:23]([CH3:24])([CH3:25])[CH3:26])[CH2:4][CH2:5][N:6]([C:10]([O:11][CH2:12][c:13]2[cH:14][cH:15][cH:16][cH:17][cH:18]2)=[O:19])[CH2:7][CH:8]1[CH3:9].[CH3:29][CH2:30][O:31][C:32](=[O:33])[CH3:34].[H:27][H:28].[OH-:35].[OH-:37].[Pd+2:36]>>[CH3:1][CH:2]1[N:3]([C:20](=[O:21])[O:22][C:23]([CH3:24])([CH3:25])[CH3:26])[CH2:4][CH2:5][NH:6][CH2:7][CH:8]1[CH3:9]. Starting materials: [Na].OC=C1C(=O)OCC1 (2-hydroxymethylenebutyrolactone sodium salt), S(=O)(=O)(O)O.C(N)(=N)N1CCN(CC1)CC1=CC=CC=C1 (1-amidino-4-benzylpiperazine sulfate). Solvent: C(C)O (ethanol). The product is C(C1=CC=CC=C1)N1CCN(CC1)C1=NC=C(C(=N1)O)CCO (2-(4-benzylpiperazino)-4-hydroxy-5-(2-hydroxyethyl)pyrimidine). Isolated yield 28.9%. Reaction SMILES: [Na].[OH:2][CH:3]=[C:4]1[CH2:9][CH2:8][O:7][C:5]1=O.S(O)(O)(=O)=O.[C:15]([N:18]1[CH2:23][CH2:22][N:21]([CH2:24][C:25]2[CH:30]=[CH:29][CH:28]=[CH:27][CH:26]=2)[CH2:20][CH2:19]1)(=[NH:17])[NH2:16]>C(O)C>[CH2:24]([N:21]1[CH2:20][CH2:19][N:18]([C:15]2[N:17]=[C:3]([OH:2])[C:4]([CH2:9][CH2:8][OH:7])=[CH:5][N:16]=2)[CH2:23][CH2:22]1)[C:25]1[CH:26]=[CH:27][CH:28]=[CH:29][CH:30]=1 |f:0.1,2.3,^1:0|. Procedure details: 10.0 g (73.5 mmoles) of 2-hydroxymethylenebutyrolactone sodium salt [synthesized by the method described in J. O. Fissekis et al., J. Org., Chem. 29, 2670 (1964)] and 19.6 g (73.3 mmoles) of 1-amidino-4-benzylpiperazine sulfate were added to 360 ml of ethanol, and the solution was refluxed for 5 hours. Ethanol was evaporated, and the residue was mixed with water and extracted with chloroform. The chloroform layer was dried, concentrated, and purified by silica gel column chromatography to give 6... The reactants are C(C)OC(C1=CC(=NC(=C1)N)N)=O (2,6-diaminoisonicotinic acid ethyl ester), solution, CN (methylamine). The solvent is CO (methanol). Conditions: temperature 70 celsius, time 24 hour. The product is NC=1C=C(C(=O)NC)C=C(N1)N (2,6-Diamino-N-methyl-isonicotinamide). Reaction SMILES: C(O[C:4](=[O:13])[C:5]1[CH:10]=[C:9]([NH2:11])[N:8]=[C:7]([NH2:12])[CH:6]=1)C.[CH3:14][NH2:15]>CO>[NH2:11][C:9]1[CH:10]=[C:5]([CH:6]=[C:7]([NH2:12])[N:8]=1)[C:4]([NH:15][CH3:14])=[O:13]. Procedure: A mixture of 0.270 g 2,6-diaminoisonicotinic acid ethyl ester and 5 ml of a 2M solution of methylamine in methanol was stirred at 70° C. for 24 h. The solvent were evaporated and the residue was triturated with ethyl acetate to yield 0.214 g of the title compound as light brown solid. MS (ISP) M+H+=167.4